Dataset: the Open Reaction Database (ORD), a public repository of structured organic reaction records. Task: describe an organic reaction: reactants, conditions, products, and yield Reactants: C1(=CC=CC=C1)NN (phenylhydrazine), O (Water), CCOC(=O)C (EtOAc), O=C(C(=O)OCC)CCCC (Ethyl 2-oxohexanoate). Run in C(C)O (ethanol). Run at time 18 hour. Product: C(CC)C1=C(NC2=CC=CC=C12)C(=O)OCC (ethyl 3-propyl-1H-indole-2-carboxylate). Isolated yield 58.1%. As a reaction SMILES: [C:1]1([NH:7]N)[CH:6]=[CH:5][CH:4]=[CH:3][CH:2]=1.O=[C:10]([CH2:16][CH2:17][CH2:18][CH3:19])[C:11]([O:13][CH2:14][CH3:15])=[O:12].O.CCOC(C)=O>C(O)C>[CH2:17]([C:16]1[C:6]2[C:1](=[CH:2][CH:3]=[CH:4][CH:5]=2)[NH:7][C:10]=1[C:11]([O:13][CH2:14][CH3:15])=[O:12])[CH2:18][CH3:19]. Procedure details: A solution of phenylhydrazine (1.0 g, 6.92 mmol) in absolute ethanol (50 mL) was placed in an oil bath at 60° C. and a reflux condenser attached. Ethyl 2-oxohexanoate (1.0 g, 6.33 mmol) (prepared according to Singh, J; Kissick, T. P.; Mueller, R. H. Organic Preparations and Procedures International (1989), 21(4), 501-4.) was added dropwise. The reaction mixture was heated to reflux and stirred for 18 h. Water (25 mL) and EtOAc (25 mL) were added and the layers separated. The aqueous layer was ex...